This data is from the Open Reaction Database (ORD), a public repository of structured organic reaction records. The task is: describe an organic reaction: reactants, conditions, products, and yield Reactants: C(#N)C1=CC=C(C=O)C=C1 (4-cyanobenzaldehyde), [BH4-].[Na+] (sodium borohydride). Run in C(C)O (ethanol). Run at time 4 day. Product: C(#N)C1=CC=C(CO)C=C1 (4-cyanobenzyl alcohol). Yield: 91.1%. RXN SMILES: [C:1]([C:3]1[CH:10]=[CH:9][C:6]([CH:7]=[O:8])=[CH:5][CH:4]=1)#[N:2].[BH4-].[Na+]>C(O)C>[C:1]([C:3]1[CH:10]=[CH:9][C:6]([CH2:7][OH:8])=[CH:5][CH:4]=1)#[N:2] |f:1.2|. Reported procedure: To a solution of 4-cyanobenzaldehyde (1.97 g, 15.0 mmol) in 50 mL of ethanol at room temperature was added sodium borohydride (0.57 g, 15.0 mmol). After 4 days, the solution was quenched with saturated ammonoum chloride solution, then poured into EtOAc, washed with sat, NaHCO3 soln. and brine, dried (Na2SO4), filtered, and concentrated in vacuo to provide the product (1.82 g, 92% yield) as a white waxy solid which was sufficiently pure for use in the next step without further purification. The reactants are CCCCc1nc(C(C)=O)c(C#N)n1Cc1ccc(-c2ccccc2C(=O)OC(C)(C)C)cc1, CCCCCC, Cl, C1COCCO1. Product: CCCCc1nc(C(C)=O)c(C#N)n1Cc1ccc(-c2ccccc2C(=O)O)cc1. RXN SMILES: [C:1]([CH3:2])(=[O:3])[c:4]1[n:5][c:6]([CH2:31][CH2:32][CH2:33][CH3:34])[n:7]([CH2:11][c:12]2[cH:13][cH:14][c:15](-[c:18]3[c:19]([C:24](=[O:25])[O:26][C:27]([CH3:28])([CH3:29])[CH3:30])[cH:20][cH:21][cH:22][cH:23]3)[cH:16][cH:17]2)[c:8]1[C:9]#[N:10].[CH3:42][CH2:43][CH2:44][CH2:45][CH2:46][CH3:47].[ClH:35].[O:36]1[CH2:37][CH2:38][O:39][CH2:40][CH2:41]1>>[C:1]([CH3:2])(=[O:3])[c:4]1[n:5][c:6]([CH2:31][CH2:32][CH2:33][CH3:34])[n:7]([CH2:11][c:12]2[cH:13][cH:14][c:15](-[c:18]3[c:19]([C:24](=[O:25])[OH:26])[cH:20][cH:21][cH:22][cH:23]3)[cH:16][cH:17]2)[c:8]1[C:9]#[N:10]. Reactants: O=C(O)c1cc(I)ccc1Br, CO, O=S(=O)(O)O. Yields the product COC(=O)c1cc(I)ccc1Br. RXN SMILES: [Br:1][c:2]1[c:3]([C:4](=[O:5])[OH:6])[cH:7][c:8]([I:11])[cH:9][cH:10]1.[CH3:17][OH:18].[S:12](=[O:13])(=[O:14])([OH:15])[OH:16]>>[Br:1][c:2]1[c:3]([C:4](=[O:5])[O:6][CH3:17])[cH:7][c:8]([I:11])[cH:9][cH:10]1. Reactants: CC(C)(C)OC(=O)N1CC(O)CC1C(=O)O, CI, CC(C)=O, Cl, [Na+], [OH-], O. Yields the product COC1CC(C(=O)O)N(C(=O)OC(C)(C)C)C1. As a reaction SMILES: [C:1]([CH3:2])([CH3:3])([CH3:4])[O:5][C:6](=[O:7])[N:8]1[CH:9]([C:10](=[O:11])[OH:12])[CH2:13][CH:14]([OH:16])[CH2:15]1.[CH3:17][I:18].[CH3:22][C:23](=[O:24])[CH3:25].[ClH:21].[Na+:20].[OH-:19].[OH2:26]>>[C:1]([CH3:2])([CH3:3])([CH3:4])[O:5][C:6](=[O:7])[N:8]1[CH:9]([C:10](=[O:11])[OH:12])[CH2:13][CH:14]([O:16][CH3:17])[CH2:15]1.